This data is from the Open Reaction Database (ORD), a public repository of structured organic reaction records. The task is: describe an organic reaction: reactants, conditions, products, and yield The reactants are CCCCCCc1cc2c(cc1Br)CCCCC2(C)C, O=C=O, [Li]CCCC, C1CCOC1. Product: CCCCCCc1cc2c(cc1C(=O)O)CCCCC2(C)C. As a reaction SMILES: [Br:1][c:2]1[c:3]([CH2:15][CH2:16][CH2:17][CH2:18][CH2:19][CH3:20])[cH:4][c:5]2[c:6]([cH:14]1)[CH2:7][CH2:8][CH2:9][CH2:10][C:11]2([CH3:12])[CH3:13].[C:26](=[O:27])=[O:28].[CH3:21][CH2:22][CH2:23][CH2:24][Li:25].[O:29]1[CH2:30][CH2:31][CH2:32][CH2:33]1>>[c:2]1([C:26](=[O:27])[OH:28])[c:3]([CH2:15][CH2:16][CH2:17][CH2:18][CH2:19][CH3:20])[cH:4][c:5]2[c:6]([cH:14]1)[CH2:7][CH2:8][CH2:9][CH2:10][C:11]2([CH3:12])[CH3:13]. The reactants are Cl (hydrochloride), Cl.Cl.OC1C(CNCC1)N1CCC2(CC1)CCCC1=CC=CC=C12 (1'-(4-Hydroxypiperidin-3-yl)-3,4-dihydrospiro[naphthalene-1(2H),4'-piperidine]dihydrochloride), C([O-])([O-])=O.[K+].[K+] (potassium carbonate), IC1=CC=C(CCl)C=C1 (4-iodobenzyl chloride). The solvent is C(C)O (ethanol). Yields the product IC1=CC=C(CN2CC(C(CC2)O)N2CCC3(CC2)CCCC2=CC=CC=C23)C=C1 (1'-(1-(4-Iodobenzyl)-4-hydroxypiperidin-3-yl)-3,4-dihydrospiro[naphthalene-1(2H),4'-piperidine]), oil. Yield: 52.0%. As a reaction SMILES: Cl.Cl.Cl.[OH:4][CH:5]1[CH2:10][CH2:9][NH:8][CH2:7][CH:6]1[N:11]1[CH2:16][CH2:15][C:14]2([C:25]3[C:20](=[CH:21][CH:22]=[CH:23][CH:24]=3)[CH2:19][CH2:18][CH2:17]2)[CH2:13][CH2:12]1.C(=O)([O-])[O-].[K+].[K+].[I:32][C:33]1[CH:40]=[CH:39][C:36]([CH2:37]Cl)=[CH:35][CH:34]=1>C(O)C>[I:32][C:33]1[CH:40]=[CH:39][C:36]([CH2:37][N:8]2[CH2:9][CH2:10][CH:5]([OH:4])[CH:6]([N:11]3[CH2:16][CH2:15][C:14]4([C:25]5[C:20](=[CH:21][CH:22]=[CH:23][CH:24]=5)[CH2:19][CH2:18][CH2:17]4)[CH2:13][CH2:12]3)[CH2:7]2)=[CH:35][CH:34]=1 |f:1.2.3,4.5.6|. Reported procedure: A mixture of the hydrochloride of 21c (250 mg, 0.67 mmol), potassium carbonate (463 mg, 3.35 mmol) and 4-iodobenzyl chloride (298 mg, 1.00 mmol) in absolute ethanol (25 mL) was refluxed for 16 h. When the mixture had cooled, salts were filtered off and the volatiles were removed under reduced pressure. The residue was dissolved in ethyl acetate (25 mL) and the solution was successively washed with water (25 mL) and brine (25 mL). The organic layer was then dried (Na2SO4) and concentrated. The pr... Product: CCOC1CC=C(c2ccc([N+](=O)[O-])c3c2CN(C)C3=O)CC1. The reactants are O=C([O-])[O-], CCOC1CC=C(OS(=O)(=O)C(F)(F)F)CC1, CN1Cc2c(B3OC(C)(C)C(C)(C)O3)ccc([N+](=O)[O-])c2C1=O, [Cs+], [Cs+], C1COCCO1, O. RXN SMILES: [C:47](=[O:48])([O-:49])[O-:50].[CH2:7]([CH3:8])[O:9][CH:10]1[CH2:11][CH:12]=[C:13]([O:16][S:17]([C:18]([F:19])([F:20])[F:21])(=[O:22])=[O:23])[CH2:14][CH2:15]1.[CH3:24][N:25]1[C:26](=[O:46])[c:27]2[c:28]([N+:43](=[O:44])[O-:45])[cH:29][cH:30][c:31]([B:34]3[O:35][C:36]([CH3:37])([CH3:38])[C:39]([CH3:40])([CH3:41])[O:42]3)[c:32]2[CH2:33]1.[Cs+:51].[Cs+:52].[O:1]1[CH2:2][CH2:3][O:4][CH2:5][CH2:6]1.[OH2:53]>>[CH2:7]([CH3:8])[O:9][CH:10]1[CH2:11][CH:12]=[C:13]([c:31]2[cH:30][cH:29][c:28]([N+:43](=[O:44])[O-:45])[c:27]3[c:32]2[CH2:33][N:25]([CH3:24])[C:26]3=[O:46])[CH2:14][CH2:15]1. Reactants: ClC=1C=C(C=CC1NC=1SC2=C(N1)C=CC(=C2)F)CC(=O)OC (Methyl (3-chloro-4-(6-fluoro-2-benzothiazolyl)aminophenyl)acetate), [OH-].[Na+] (NaOH). The solvent is C1CCOC1 (THF), ice. Run at time 18 hour. Yields the product ClC=1C=C(C=CC1NC=1SC2=C(N1)C=CC(=C2)F)CC(=O)O ((3-chloro-4-(6-fluoro-2-benzothiazolyl)aminophenyl)acetic acid). The yield is 83.8%. Reaction SMILES: [Cl:1][C:2]1[CH:3]=[C:4]([CH2:19][C:20]([O:22]C)=[O:21])[CH:5]=[CH:6][C:7]=1[NH:8][C:9]1[S:10][C:11]2[CH:17]=[C:16]([F:18])[CH:15]=[CH:14][C:12]=2[N:13]=1.[OH-].[Na+]>C1COCC1>[Cl:1][C:2]1[CH:3]=[C:4]([CH2:19][C:20]([OH:22])=[O:21])[CH:5]=[CH:6][C:7]=1[NH:8][C:9]1[S:10][C:11]2[CH:17]=[C:16]([F:18])[CH:15]=[CH:14][C:12]=2[N:13]=1 |f:1.2|. Procedure: Methyl (3-chloro-4-(6-fluoro-2-benzothiazolyl)aminophenyl)acetate (158 mg, 0.45 mmol) was dissolved in THF (3 ml). To the resulting solution was added 0.5N NaOH (3.0 ml, 1.50 mmol), and the resulting mixture was stirred at room temperature for 18 hours. The mixture was poured in ice-1N HCl. The crystals thus precipitated were collected by filtration under reduced pressure, washed with water and dried under reduced pressure to give (3-chloro-4-(6-fluoro-2-benzothiazolyl)aminophenyl)acetic acid (1... Conditions: time 1.5 hour. Starting materials: methanolic solution, C[O-].[Na+] (sodium methylate), OC(C(CC)NC(C)C)C1=C2C=CC(NC2=C(C=C1)O)=O (5-(1-hydroxy-2-isopropylaminobutyl)-8-hydroxycarbostyril). Reaction SMILES: [OH:1][CH:2]([C:10]1[CH:19]=[CH:18][C:17]([OH:20])=[C:16]2[C:11]=1[CH:12]=[CH:13][C:14](=[O:21])[NH:15]2)[CH:3]([NH:6][CH:7]([CH3:9])[CH3:8])[CH2:4][CH3:5].[CH3:22][O-:23].[Na+]>CO>[OH:1][CH:2]([C:10]1[CH:19]=[CH:18][C:17]([O:20][C:22](=[O:23])[C:17]2[CH:18]=[CH:19][C:10]([CH3:2])=[CH:11][CH:16]=2)=[C:16]2[C:11]=1[CH:12]=[CH:13][C:14](=[O:21])[NH:15]2)[CH:3]([NH:6][CH:7]([CH3:9])[CH3:8])[CH2:4][CH3:5] |f:1.2|. Run in CO (methanol). Procedure: 5.8 g of 5-(1-hydroxy-2-isopropylaminobutyl)-8-hydroxycarbostyril was dissolved in 150 ml of methanol, and a 15% methanolic solution of sodium methylate was added to the solution in an equimolar amount relative to the starting carbostyryl compound. The mixture was concentrated to dryness and the resulting residue was dissolved in 100 ml of dimethylformamide. 3.0 g of p-toluylic acid chloride was added to the solution while cooling with ice-water, and the resulting mixture was stirred for 1.5 hou... Yields the product OC(C(CC)NC(C)C)C1=C2C=CC(NC2=C(C=C1)OC(C1=CC=C(C=C1)C)=O)=O (5-(1-hydroxy-2-isopropylaminobutyl)-8-p-methylbenzoyloxycarbostyril). Reactants: BrC1=C(C=C(C=C1)C1(CC1)C1=NN=C2N1CCSC(C2)(C)CO[Si](C)(C)C(C)(C)C)F (3-[1-(4-Bromo-3-fluorophenyl)cyclopropyl]-8-({[tert-butyl(dimethyl)silyl]oxy}methyl)-8-methyl-5,6,8,9-tetrahydro[1,2,4]triazolo[4,3-d][1,4]thiazepine), CN1N=CC(=C1)B1OC(C)(C)C(C)(C)O1 (1-methyl-1H-pyrazole-4-boronic acid pinacol ester), C([O-])([O-])=O.[K+].[K+] (potassium carbonate). Reagents/catalysts: C=1C=CC(=CC1)[P](C=2C=CC=CC2)(C=3C=CC=CC3)[Pd]([P](C=4C=CC=CC4)(C=5C=CC=CC5)C=6C=CC=CC6)([P](C=7C=CC=CC7)(C=8C=CC=CC8)C=9C=CC=CC9)[P](C=1C=CC=CC1)(C=1C=CC=CC1)C=1C=CC=CC1 (tetrakis(triphenylphosphine)palladium(0)). Solvent: COCCOC (1,2-dimethoxyethane), O (water), O (water). Yields the product [Si](C)(C)(C(C)(C)C)OCC1(CC=2N(CCS1)C(=NN2)C2(CC2)C2=CC(=C(C=C2)C=2C=NN(C2)C)F)C (8-({[Tert-butyl(dimethyl)silyl]oxy}methyl)-3-{1-[3-fluoro-4-(1-methyl-1H-pyrazol-4-yl)phenyl]cyclopropyl}-8-methyl-5,6,8,9-tetrahydro[1,2,4]triazolo[4,3-d][1,4]thiazepine). The yield is 121.1%. RXN SMILES: Br[C:2]1[CH:7]=[CH:6][C:5]([C:8]2([C:11]3[N:15]4[CH2:16][CH2:17][S:18][C:19]([CH2:22][O:23][Si:24]([C:27]([CH3:30])([CH3:29])[CH3:28])([CH3:26])[CH3:25])([CH3:21])[CH2:20][C:14]4=[N:13][N:12]=3)[CH2:10][CH2:9]2)=[CH:4][C:3]=1[F:31].[CH3:32][N:33]1[CH:37]=[C:36](B2OC(C)(C)C(C)(C)O2)[CH:35]=[N:34]1.C(=O)([O-])[O-].[K+].[K+]>COCCOC.O.C1C=CC([P]([Pd]([P](C2C=CC=CC=2)(C2C=CC=CC=2)C2C=CC=CC=2)([P](C2C=CC=CC=2)(C2C=CC=CC=2)C2C=CC=CC=2)[P](C2C=CC=CC=2)(C2C=CC=CC=2)C2C=CC=CC=2)(C2C=CC=CC=2)C2C=CC=CC=2)=CC=1>[Si:24]([O:23][CH2:22][C:19]1([CH3:21])[S:18][CH2:17][CH2:16][N:15]2[C:11]([C:8]3([C:5]4[CH:6]=[CH:7][C:2]([C:36]5[CH:35]=[N:34][N:33]([CH3:32])[CH:37]=5)=[C:3]([F:31])[CH:4]=4)[CH2:10][CH2:9]3)=[N:12][N:13]=[C:14]2[CH2:20]1)([C:27]([CH3:30])([CH3:29])[CH3:28])([CH3:26])[CH3:25] |f:2.3.4,^1:63,65,84,103|. Procedure details: A solution of the compound (300 mg, 0.59 mmol) obtained in Example 25-3), 1-methyl-1H-pyrazole-4-boronic acid pinacol ester (130 mg, 0.65 mmol), tetrakis(triphenylphosphine)palladium(0) (66 mg, 0.06 mmol), and potassium carbonate (157 mg, 1.18 mmol) in 1,2-dimethoxyethane (3 mL) and water (1.5 mL) was stirred at 120° C. for 1 h under microwave irradiation. The reaction mixture was cooled to room temperature, water (3 mL) was added to the reaction mixture, the mixture was extracted with ethyl ace... The reactants are FC(F)(F)C(F)(F)C(F)(F)C(F)(F)CCCCCCBr, CCOP(OCC)OCC. Product: CCOP(=O)(CCCCCCC(F)(F)C(F)(F)C(F)(F)C(F)(F)F)OCC. Reaction SMILES: [Br:1][CH2:2][CH2:3][CH2:4][CH2:5][CH2:6][CH2:7][C:8]([C:9]([C:10]([C:11]([F:12])([F:13])[F:14])([F:15])[F:16])([F:17])[F:18])([F:19])[F:20].[P:21]([O:22][CH2:23][CH3:24])([O:25][CH2:26][CH3:27])[O:28][CH2:29][CH3:30]>>[CH2:2]([CH2:3][CH2:4][CH2:5][CH2:6][CH2:7][C:8]([C:9]([C:10]([C:11]([F:12])([F:13])[F:14])([F:15])[F:16])([F:17])[F:18])([F:19])[F:20])[P:21]([O:22][CH2:23][CH3:24])([O:25][CH2:26][CH3:27])=[O:28].